From a dataset of the Open Reaction Database (ORD), a public repository of structured organic reaction records. describe an organic reaction: reactants, conditions, products, and yield Reactants: CC(=O)C (acetone), C=CC1=CC=C(C=C1)S(=O)(=O)[O-].[K+] (potassium p-styrenesulfonate), S(=O)(=O)([O-])[O-].[NH4+].[NH4+] (ammonium sulfate). The solvent is O (water). Conditions: temperature 60 celsius, time 30 minute. Yields the product C=CC1=CC=C(C=C1)S(=O)(=O)[O-].[NH4+] (ammonium p-styrenesulfonate). RXN SMILES: CC(C)=O.[CH2:5]=[CH:6][C:7]1[CH:12]=[CH:11][C:10]([S:13]([O-:16])(=[O:15])=[O:14])=[CH:9][CH:8]=1.[K+].S([O-])([O-])(=O)=O.[NH4+:23].[NH4+]>O>[CH2:5]=[CH:6][C:7]1[CH:8]=[CH:9][C:10]([S:13]([O-:16])(=[O:15])=[O:14])=[CH:11][CH:12]=1.[NH4+:23] |f:1.2,3.4.5,7.8|. Procedure: In 100 parts of acetone containing 40 wt. % of water, 10 parts of potassium p-styrenesulfonate and 10 parts of ammonium sulfate were charged. The mixture was stirred at 60° C. for 30 minutes. After cooling to 30° C., the reaction was filtered and the filtrate was condensed and dried to obtain 9.0 parts of ammonium p-styrenesulfonate. Analysis showed that only 0.15 wt. % of K and 0.01 of SO4 were included in the product. Reactants: C(C1=CC=CC=C1)OC=1C=C(C2=C(NC(CO2)=O)C1)C(C(O)OCC)O (6-benzyloxy-8-(2-ethoxy-1,2-dihydroxy-ethyl)-4H-benzo[1,4]oxazin-3-one), NC(CCCN1C(NC2=C1C=CC=C2)=O)(C)C (1-(4-amino-4-methyl-pentyl)-1,3-dihydro-benzimidazol-2-one). The product is CC(CCCN1C(NC2=C1C=CC=C2)=O)(C)NCC(O)C2=CC(=CC=1NC(COC12)=O)O (8-{2-[1,1-dimethyl-4-(2-oxo-2,3-dihydro-benzimidazol-1-yl)-butylamino]-1-hydroxy-ethyl}-6-hydroxy-4H-benzo[1,4]oxazin-3-one). Reaction SMILES: C([O:8][C:9]1[CH:10]=[C:11]([CH:20]([OH:26])[CH:21](OCC)O)[C:12]2[O:17][CH2:16][C:15](=[O:18])[NH:14][C:13]=2[CH:19]=1)C1C=CC=CC=1.[NH2:27][C:28]([CH3:43])([CH3:42])[CH2:29][CH2:30][CH2:31][N:32]1[C:36]2[CH:37]=[CH:38][CH:39]=[CH:40][C:35]=2[NH:34][C:33]1=[O:41]>>[CH3:43][C:28]([NH:27][CH2:21][CH:20]([C:11]1[C:12]2[O:17][CH2:16][C:15](=[O:18])[NH:14][C:13]=2[CH:19]=[C:9]([OH:8])[CH:10]=1)[OH:26])([CH3:42])[CH2:29][CH2:30][CH2:31][N:32]1[C:36]2[CH:37]=[CH:38][CH:39]=[CH:40][C:35]=2[NH:34][C:33]1=[O:41]. Procedure: Prepared according to general method 2 from 357 mg (1 mmol) 6-benzyloxy-8-(2-ethoxy-1,2-dihydroxy-ethyl)-4H-benzo[1,4]oxazin-3-one and 233 mg (1 mmol) 1-(4-amino-4-methyl-pentyl)-1,3-dihydro-benzimidazol-2-one. Yield: 192 mg (44%); mass spectroscopy: [M+H]+=441. The reactants are CS(=O)(=O)Cc1nccn1CCCCc1ccc(O)cc1, Fc1ccc(C=Cc2nc(CCl)co2)cc1, [H-], [Na+]. The product is CS(=O)(=O)Cc1nccn1CCCCc1ccc(OCc2coc(C=Cc3ccc(F)cc3)n2)cc1. As a reaction SMILES: [CH3:17][S:18](=[O:19])(=[O:20])[CH2:21][c:22]1[n:23]([CH2:27][CH2:28][CH2:29][CH2:30][c:31]2[cH:32][cH:33][c:34]([OH:37])[cH:35][cH:36]2)[cH:24][cH:25][n:26]1.[F:1][c:2]1[cH:3][cH:4][c:5]([CH:8]=[CH:9][c:10]2[o:11][cH:12][c:13]([CH2:15][Cl:16])[n:14]2)[cH:6][cH:7]1.[H-:38].[Na+:39]>>[F:1][c:2]1[cH:3][cH:4][c:5]([CH:8]=[CH:9][c:10]2[o:11][cH:12][c:13]([CH2:15][O:37][c:34]3[cH:33][cH:32][c:31]([CH2:30][CH2:29][CH2:28][CH2:27][n:23]4[c:22]([CH2:21][S:18]([CH3:17])(=[O:19])=[O:20])[n:26][cH:25][cH:24]4)[cH:36][cH:35]3)[n:14]2)[cH:6][cH:7]1. Reactants: C(CCCCCCCC=CCCCCCCCC)(=O)O (octadec-9-enoic acid), C(CCCCCCCC=CCC=CCCCCC)(=O)Cl (octadec-9,12-dienoyl chloride). Product: C(CCCCCCCC=CCCCCCCCC)(=O)Cl (Octadec-9-enoyl chloride). Isolated yield 85.0%. Reaction SMILES: C(O)(=O)CCCCCCCC=CCCCCCCCC.[C:21]([Cl:40])(=[O:39])[CH2:22][CH2:23][CH2:24][CH2:25][CH2:26][CH2:27][CH2:28][CH:29]=[CH:30][CH2:31][CH:32]=[CH:33][CH2:34][CH2:35][CH2:36][CH2:37][CH3:38]>>[C:21]([Cl:40])(=[O:39])[CH2:22][CH2:23][CH2:24][CH2:25][CH2:26][CH2:27][CH2:28][CH:29]=[CH:30][CH2:31][CH2:32][CH2:33][CH2:34][CH2:35][CH2:36][CH2:37][CH3:38]. Reported procedure: Octadec-9-enoyl chloride (25.5 parts, boiling point 160°-180° C. at 0.12 Torr, 85% yield) was prepared from 28.1 parts of octadec-9-enoic acid using the procedure described in part A of Example 3 for the preparation of octadec-9,12-dienoyl chloride.